From a dataset of the Open Reaction Database (ORD), a public repository of structured organic reaction records. describe an organic reaction: reactants, conditions, products, and yield Reactants: C1CCOC1, CCOC(=O)c1cc2cc(NC(=O)CC(C)(C)C)ccc2n1Cc1ccccc1C(F)(F)F, CO, [Li+], [OH-]. Yields the product CC(C)(C)CC(=O)Nc1ccc2c(c1)cc(C(=O)O)n2Cc1ccccc1C(F)(F)F. As a reaction SMILES: [CH2:38]1[O:39][CH2:40][CH2:41][CH2:42]1.[CH3:1][C:2]([CH2:3][C:4](=[O:5])[NH:6][c:7]1[cH:8][c:9]2[cH:10][c:11]([C:27](=[O:28])[O:29][CH2:30][CH3:31])[n:12]([CH2:16][c:17]3[c:18]([C:23]([F:24])([F:25])[F:26])[cH:19][cH:20][cH:21][cH:22]3)[c:13]2[cH:14][cH:15]1)([CH3:32])[CH3:33].[CH3:36][OH:37].[Li+:34].[OH-:35]>>[CH3:1][C:2]([CH2:3][C:4](=[O:5])[NH:6][c:7]1[cH:8][c:9]2[cH:10][c:11]([C:27](=[O:28])[OH:29])[n:12]([CH2:16][c:17]3[c:18]([C:23]([F:24])([F:25])[F:26])[cH:19][cH:20][cH:21][cH:22]3)[c:13]2[cH:14][cH:15]1)([CH3:32])[CH3:33]. The reactants are C1CCOC1, CCCN(CCC)C(=O)c1cc(CC)cc(C(=O)OC)c1, CO, Cl, [Li+], [OH-], O, O, O. The product is CCCN(CCC)C(=O)c1cc(CC)cc(C(=O)O)c1. As a reaction SMILES: [CH2:25]1[O:26][CH2:27][CH2:28][CH2:29]1.[CH2:4]([CH2:5][CH3:6])[N:7]([C:8](=[O:9])[c:10]1[cH:11][c:12]([C:13](=[O:14])[O:15][CH3:16])[cH:17][c:18]([CH2:20][CH3:21])[cH:19]1)[CH2:22][CH2:23][CH3:24].[CH3:30][OH:31].[ClH:34].[Li+:3].[OH-:2].[OH2:1].[OH2:32].[OH2:33]>>[CH2:4]([CH2:5][CH3:6])[N:7]([C:8](=[O:9])[c:10]1[cH:11][c:12]([C:13](=[O:14])[OH:15])[cH:17][c:18]([CH2:20][CH3:21])[cH:19]1)[CH2:22][CH2:23][CH3:24]. Reactants: C1(CC1)C1=NC2=C(N1CC1=CC=C(C=C1)C=1C(=CC=CC1)C(=O)OC(C)(C)C)C=C(C=C2C)C=2N=C1N(CCCC1)C2 (tert.butyl 4'-[(2-cyclopropyl-4-methyl-6-(5,6,7,8-tetrahydro-imidazo[1,2-a]-pyridin-2-yl)-benzimidazol-1-yl)-methyl]-biphenyl-2-carboxylate), FC(C(=O)O)(F)F (trifluoroacetic acid). The product is C1(CC1)C1=NC2=C(N1CC1=CC=C(C=C1)C=1C(=CC=CC1)C(=O)O)C=C(C=C2C)C=2N=C1N(CCCC1)C2 (4'-[(2-Cyclopropyl-4-methyl-6-(5,6,7,8-tetrahydro-imidazo-[1,2-a]pyridin-2-yl)-benzimidazol-1-yl)-methyl]-biphenyl-2-carboxylic Acid). RXN SMILES: [CH:1]1([C:4]2[N:8]([CH2:9][C:10]3[CH:15]=[CH:14][C:13]([C:16]4[C:17]([C:22]([O:24]C(C)(C)C)=[O:23])=[CH:18][CH:19]=[CH:20][CH:21]=4)=[CH:12][CH:11]=3)[C:7]3[CH:29]=[C:30]([C:34]4[N:35]=[C:36]5[CH2:41][CH2:40][CH2:39][CH2:38][N:37]5[CH:42]=4)[CH:31]=[C:32]([CH3:33])[C:6]=3[N:5]=2)[CH2:3][CH2:2]1.FC(F)(F)C(O)=O>>[CH:1]1([C:4]2[N:8]([CH2:9][C:10]3[CH:15]=[CH:14][C:13]([C:16]4[C:17]([C:22]([OH:24])=[O:23])=[CH:18][CH:19]=[CH:20][CH:21]=4)=[CH:12][CH:11]=3)[C:7]3[CH:29]=[C:30]([C:34]4[N:35]=[C:36]5[CH2:41][CH2:40][CH2:39][CH2:38][N:37]5[CH:42]=4)[CH:31]=[C:32]([CH3:33])[C:6]=3[N:5]=2)[CH2:3][CH2:2]1. Procedure details: Prepared analogously to Example 208 from tert.butyl 4'-[(2-cyclopropyl-4-methyl-6-(5,6,7,8-tetrahydro-imidazo[1,2-a]-pyridin-2-yl)-benzimidazol-1-yl)-methyl]-biphenyl-2-carboxylate and trifluoroacetic acid. Reactants: Cl, [Na+], CCOC(=O)CCc1ccccc1C=C1C(=O)Nc2ccccc21, [OH-]. The product is O=C(O)CCc1ccccc1C=C1C(=O)Nc2ccccc21. Reaction SMILES: [ClH:27].[Na+:26].[O:1]=[C:2]1[NH:3][c:4]2[cH:5][cH:6][cH:7][cH:8][c:9]2[C:10]1=[CH:11][c:12]1[c:13]([CH2:18][CH2:19][C:20](=[O:21])[O:22][CH2:23][CH3:24])[cH:14][cH:15][cH:16][cH:17]1.[OH-:25]>>[O:1]=[C:2]1[NH:3][c:4]2[cH:5][cH:6][cH:7][cH:8][c:9]2[C:10]1=[CH:11][c:12]1[c:13]([CH2:18][CH2:19][C:20](=[O:21])[OH:22])[cH:14][cH:15][cH:16][cH:17]1. Reactants: Nc1cnc(Oc2cnc3ccccc3c2)c(Cl)c1, O=S(=O)(Cl)c1ccc(OC(F)(F)F)cc1. Product: O=S(=O)(Nc1cnc(Oc2cnc3ccccc3c2)c(Cl)c1)c1ccc(OC(F)(F)F)cc1. RXN SMILES: [Cl:1][c:2]1[cH:3][c:4]([NH2:19])[cH:5][n:6][c:7]1[O:8][c:9]1[cH:10][n:11][c:12]2[cH:13][cH:14][cH:15][cH:16][c:17]2[cH:18]1.[F:20][C:21]([O:22][c:23]1[cH:24][cH:25][c:26]([S:29](=[O:30])(=[O:31])[Cl:32])[cH:27][cH:28]1)([F:33])[F:34]>>[Cl:1][c:2]1[cH:3][c:4]([NH:19][S:29]([c:26]2[cH:25][cH:24][c:23]([O:22][C:21]([F:20])([F:33])[F:34])[cH:28][cH:27]2)(=[O:30])=[O:31])[cH:5][n:6][c:7]1[O:8][c:9]1[cH:10][n:11][c:12]2[cH:13][cH:14][cH:15][cH:16][c:17]2[cH:18]1. Starting materials: Cl.Cl.COCCN1CCNCC1 (1-(2-methoxyethyl)piperazine dihydrochloride). Run in [OH-].[Na+] (sodium hydroxide). Product: COCCN1CCNCC1 (1-(2-methoxyethyl)piperazine). Isolated yield 90.4%. As a reaction SMILES: Cl.Cl.[CH3:3][O:4][CH2:5][CH2:6][N:7]1[CH2:12][CH2:11][NH:10][CH2:9][CH2:8]1>[OH-].[Na+]>[CH3:3][O:4][CH2:5][CH2:6][N:7]1[CH2:12][CH2:11][NH:10][CH2:9][CH2:8]1 |f:0.1.2,3.4|. Reported procedure: To an aqueous solution of 68.8 g of 1-(2-methoxyethyl)piperazine dihydrochloride (water; 50 mL) was added dropwise an aqueous solution of 33.0 g of sodium hydroxide (water; 100 mL). The mixture was extracted with chloroform. The, organic layer was dried over anhydrous magnesium sulfate and evaporated to give 41.3 g of the title compound.